From a dataset of the Open Reaction Database (ORD), a public repository of structured organic reaction records. describe an organic reaction: reactants, conditions, products, and yield The reactants are C(#N)CC1(CCC2=CC=C(C=C12)Cl)C#N (1-(cyanomethyl)-6-chloro-2,3-dihydro-1H-indene-1-carbonitrile), OS(=O)(=O)O (H2SO4), CC(=O)O (AcOH). Run at temperature 125 celsius, time 8 hour. Yields the product ClC1=CC=C2CCC3(C(NC(C3)=O)=O)C2=C1 (6-chloro-2,3-dihydrospiro[indene-1,3′-pyrrolidine]-2′,5′-dione). RXN SMILES: C(C[C:4]1([C:14]#[N:15])[C:12]2[C:7](=[CH:8][CH:9]=[C:10]([Cl:13])[CH:11]=2)[CH2:6][CH2:5]1)#N.[OH:16]S(O)(=O)=O.[CH3:21][C:22]([OH:24])=O>>[Cl:13][C:10]1[CH:11]=[C:12]2[C:7]([CH2:6][CH2:5][C:4]32[CH2:21][C:22](=[O:24])[NH:15][C:14]3=[O:16])=[CH:8][CH:9]=1. Reported procedure: The mixture of 1-(cyanomethyl)-6-chloro-2,3-dihydro-1H-indene-1-carbonitrile (Prep. 39, 250 mg, 1.16 mmol), and AcOH (2.5 ml), H2SO4 (78%, 0.18 ml) was heated to 125° C. The mixture was stirred overnight at 125° C. The reactants are CC1CC(CCC1)C(=O)O (3-methylcyclohexanecarboxylic acid). Solvent: O1CCCC1 (tetrahydrofuran), O1CCCC1 (tetrahydrofuran), CCOCC (ether). Conditions: time 1 hour. Product: OCC1CC(CCC1)C (1-Hydroxymethyl-3-methylcyclohexane). The yield is 74.7%. RXN SMILES: [CH3:1][CH:2]1[CH2:7][CH2:6][CH2:5][CH:4]([C:8](O)=[O:9])[CH2:3]1>O1CCCC1.CCOCC>[OH:9][CH2:8][CH:4]1[CH2:5][CH2:6][CH2:7][CH:2]([CH3:1])[CH2:3]1. Procedure details: To a boran-methyl sulfide complex (1.7 ml, 0.028 mole) in 7 ml tetrahydrofuran, at 0° C., was added dropwise 2 g of 3-methylcyclohexanecarboxylic acid (0.014 mole) in 7 ml tetrahydrofuran. Stirring was continued for one hour. The reaction mixture was diluted with ether and washed with 1N aqueous sodium hydroxide and then with brine. Concentration and distillation gave 1.34 g of the title compound The NMR spectrum showed absorption at 0.54-0.74 (m, 1H), 0.90, 0.93 (s, 3H), 1.17-1.53 (m, 3H), 1.65...